Dataset: the Open Reaction Database (ORD), a public repository of structured organic reaction records. Task: describe an organic reaction: reactants, conditions, products, and yield The reactants are [OH-].[Na+] (Sodium hydroxide), BrC1=CC(=NC=C1)C(C)(C)C1=CC=C(C=C1)O (4-[1-(4-bromo-pyridin-2-yl)-1-methyl-ethyl]-phenol), Cl.CN(CCCCl)C (3-Dimethylamino-1-propylchloride hydrochloride). The solvent is CCOC(=O)C.O (EtOAc H2O), CN(C)C=O (DMF). Run at time 20 minute. The product is BrC1=CC(=NC=C1)C(C)(C)C1=CC=C(OCCCN(C)C)C=C1 ((3-{4-[1-(4-Bromo-pyridin-2-yl)-1-methyl-ethyl]-phenoxy}-propyl)-dimethyl-amine). Isolated yield 43.2%. RXN SMILES: [OH-].[Na+].[Br:3][C:4]1[CH:9]=[CH:8][N:7]=[C:6]([C:10]([C:13]2[CH:18]=[CH:17][C:16]([OH:19])=[CH:15][CH:14]=2)([CH3:12])[CH3:11])[CH:5]=1.Cl.[CH3:21][N:22]([CH3:27])[CH2:23][CH2:24][CH2:25]Cl>CN(C=O)C.CCOC(C)=O.O>[Br:3][C:4]1[CH:9]=[CH:8][N:7]=[C:6]([C:10]([C:13]2[CH:14]=[CH:15][C:16]([O:19][CH2:25][CH2:24][CH2:23][N:22]([CH3:27])[CH3:21])=[CH:17][CH:18]=2)([CH3:11])[CH3:12])[CH:5]=1 |f:0.1,3.4,6.7|. Reported procedure: Sodium hydroxide (pellets are finely grinded, 0.488 g, 12.2 mmol, 5 eq) is added to a solution of 4-[1-(4-bromo-pyridin-2-yl)-1-methyl-ethyl]-phenol (Step 55.2) (0.714 g, 2.44 mmol) in DMF (5 mL). The mixture is stirred for 20 min at rt. 3-Dimethylamino-1-propylchloride hydrochloride (0.611 g, 3.87 mmol, 1.6 eq) is added. The reaction mixture is heated to 90° C., stirred for 10 h, allowed to cool, diluted with EtOAc/H2O and extracted with EtOAc. The organic phase is washed with H2O and brine, dr...